describe an organic reaction: reactants, conditions, products, and yield From a dataset of the Open Reaction Database (ORD), a public repository of structured organic reaction records. Starting materials: FC=1C=C(C=CC1)C(=C/C=C/C(=O)O)C1=CC(=CC=C1)F ((E)-5,5-bis(3-fluorophenyl)-2,4-pentadienoic acid), [N+](=O)([O-])C1=CC=C(C=C1)O (4-nitrophenol), C1(CCCCC1)N=C=NC1CCCCC1 (1,3-dicyclohexylcarbodiimide). Solvent: ClCCl (dichloromethane). Reaction conditions: time 60 minute. Yields the product [N+](=O)([O-])C1=CC=C(C=C1)OC(\C=C\C=C(C1=CC(=CC=C1)F)C1=CC(=CC=C1)F)=O ((E)-5,5-bis (3-fluorophenyl)-2,4-pentadienoic acid 4-nitrophenyl ester). Isolated yield 91.7%. As a reaction SMILES: [F:1][C:2]1[CH:3]=[C:4]([C:8]([C:15]2[CH:20]=[CH:19][CH:18]=[C:17]([F:21])[CH:16]=2)=[CH:9]/[CH:10]=[CH:11]/[C:12]([OH:14])=[O:13])[CH:5]=[CH:6][CH:7]=1.[N+:22]([C:25]1[CH:30]=[CH:29][C:28](O)=[CH:27][CH:26]=1)([O-:24])=[O:23].C1(N=C=NC2CCCCC2)CCCCC1>ClCCl>[N+:22]([C:25]1[CH:30]=[CH:29][C:28]([O:13][C:12](=[O:14])/[CH:11]=[CH:10]/[CH:9]=[C:8]([C:15]2[CH:20]=[CH:19][CH:18]=[C:17]([F:21])[CH:16]=2)[C:4]2[CH:5]=[CH:6][CH:7]=[C:2]([F:1])[CH:3]=2)=[CH:27][CH:26]=1)([O-:24])=[O:23]. Reported procedure: As in Example 115, (E)-5,5-bis(3-fluorophenyl)-2,4-pentadienoic acid (20 g) and 4-nitrophenol (11.2 g) in dichloromethane (250 mL) was treated with 1,3-dicyclohexylcarbodiimide (14.7 g). The mixture was stirred at 0°-5° C. for 60 minutes, then at room temperature for 3 hours. After the usual work up, the ester was crystallized from dichloromethane-hexane to yield 26.1 g of (E)-5,5-bis (3-fluorophenyl)-2,4-pentadienoic acid 4-nitrophenyl ester mp 129°-130° C. Recrystallization of a portion from t... The reactants are [N+](=O)([O-])C1=CC=C(OC2=C(C=C(C=C2)NC(OCC)=O)[N+](=O)[O-])C=C1 (Ethyl [4-(4-nitrophenoxy)-3-nitrophenyl]carbamate), COC(CNC)OC (N-(2,2-dimethoxyethyl)methanamine). The solvent is C1(=CC=CC=C1)C (toluene). The product is [N+](=O)([O-])C1=CC=C(OC2=C(C=C(C=C2)NC(=O)N(C)CC(OC)OC)[N+](=O)[O-])C=C1 (N-[4-(4-nitrophenoxy)-3-nitrophenyl]-N'-(2,2-dimethoxyethyl)-N'-methylurea). Reaction SMILES: [N+:1]([C:4]1[CH:25]=[CH:24][C:7]([O:8][C:9]2[CH:14]=[CH:13][C:12]([NH:15][C:16](=[O:20])OCC)=[CH:11][C:10]=2[N+:21]([O-:23])=[O:22])=[CH:6][CH:5]=1)([O-:3])=[O:2].[CH3:26][O:27][CH:28]([O:32][CH3:33])[CH2:29][NH:30][CH3:31]>C1(C)C=CC=CC=1>[N+:1]([C:4]1[CH:25]=[CH:24][C:7]([O:8][C:9]2[CH:14]=[CH:13][C:12]([NH:15][C:16]([N:30]([CH2:29][CH:28]([O:32][CH3:33])[O:27][CH3:26])[CH3:31])=[O:20])=[CH:11][C:10]=2[N+:21]([O-:23])=[O:22])=[CH:6][CH:5]=1)([O-:3])=[O:2]. Reported procedure: Ethyl [4-(4-nitrophenoxy)-3-nitrophenyl]carbamate (0.1 mole) and toluene (100 ml) are charged into a glass reaction vessel fitted with a mechanical stirrer, thermometer and condenser. N-(2,2-dimethoxyethyl)methanamine (0.15 mole) is added to the vessel and the mixture is refluxed for 16 hours. Solvent is then removed by mild warming under reduced pressure to yield the desired product N-[4-(4-nitrophenoxy)-3-nitrophenyl]-N'-(2,2-dimethoxyethyl)-N'-methylurea. Reactants: O[C@H](CN(NC(=O)OC(C)(C)C)CC1CCCCC1)[C@H](CC1=CC=CC=C1)NC(C(F)(F)F)=O (1-[2(R)-hydroxy-3(S)-(trifluoroacetylamino)-4-phenyl-butyl]-1-[cyclohexylmethyl]-2-[tert-butoxycarbonyl]-hydrazine), C(=O)([O-])[O-].[K+].[K+] (K2CO3). The solvent is CO (MeOH). Reaction conditions: temperature 70 celsius, time 16 hour. The product is O[C@H](CN(NC(=O)OC(C)(C)C)CC1CCCCC1)[C@H](CC1=CC=CC=C1)N (1-[2(R)-Hydroxy-3(S)-amino-4-phenyl-butyl]-1-[cyclohexylmethyl]-2-[tert-butoxycarbonyl]-hydrazine). RXN SMILES: [OH:1][C@@H:2]([C@@H:20]([NH:28]C(=O)C(F)(F)F)[CH2:21][C:22]1[CH:27]=[CH:26][CH:25]=[CH:24][CH:23]=1)[CH2:3][N:4]([CH2:13][CH:14]1[CH2:19][CH2:18][CH2:17][CH2:16][CH2:15]1)[NH:5][C:6]([O:8][C:9]([CH3:12])([CH3:11])[CH3:10])=[O:7].C([O-])([O-])=O.[K+].[K+]>CO>[OH:1][C@@H:2]([C@@H:20]([NH2:28])[CH2:21][C:22]1[CH:27]=[CH:26][CH:25]=[CH:24][CH:23]=1)[CH2:3][N:4]([CH2:13][CH:14]1[CH2:15][CH2:16][CH2:17][CH2:18][CH2:19]1)[NH:5][C:6]([O:8][C:9]([CH3:12])([CH3:10])[CH3:11])=[O:7] |f:1.2.3|. Procedure details: Under a nitrogen atmosphere, 326 mg (0.669 mmol) of 1-[2(R)-hydroxy-3(S)-(trifluoroacetylamino)-4-phenyl-butyl]-1-[cyclohexylmethyl]-2-[tert-butoxycarbonyl]-hydrazine dissolved in 52 ml of MeOH are heated to 70° C., 17 ml of 1M aqueous K2CO3 solution are added dropwise and the mixture is stirred for 16 h at 70° C. The reaction mixture is concentrated by evaporation and the residue is partitioned between 3 portions of methylene chloride, 2 portions of water and brine. Concentration by evaporation... The reactants are E1, FC1=C(OC=2C=C(C#N)C=CC2)C(=CC(=C1)CO)F (3-(2,6-difluoro-4-(hydroxymethyl)phenoxy)benzonitrile), ClC=1C=C2N(C(N1)=O)CCN2C (7-chloro-1-methyl-2,3-dihydroimidazo[1,2-c]pyrimidin-5(1H)-one), [H-].[Na+] (sodium hydride). The solvent is CN(C)C=O (DMF). Yields the product FC1=C(OC=2C=C(C#N)C=CC2)C(=CC(=C1)COC=1C=C2N(C(N1)=O)CCN2C)F (3-(2,6-difluoro-4-(((1-methyl-5-oxo-1,2,3,5-tetrahydroimidazo[1,2-c]pyrimidin-7-yl)oxy)methyl)phenoxy)benzonitrile). RXN SMILES: Cl[C:2]1[CH:3]=[C:4]2[N:11]([CH3:12])[CH2:10][CH2:9][N:5]2[C:6](=[O:8])[N:7]=1.[H-].[Na+].[F:15][C:16]1[CH:30]=[C:29]([CH2:31][OH:32])[CH:28]=[C:27]([F:33])[C:17]=1[O:18][C:19]1[CH:20]=[C:21]([CH:24]=[CH:25][CH:26]=1)[C:22]#[N:23]>CN(C=O)C>[F:15][C:16]1[CH:30]=[C:29]([CH2:31][O:32][C:2]2[CH:3]=[C:4]3[N:11]([CH3:12])[CH2:10][CH2:9][N:5]3[C:6](=[O:8])[N:7]=2)[CH:28]=[C:27]([F:33])[C:17]=1[O:18][C:19]1[CH:20]=[C:21]([CH:24]=[CH:25][CH:26]=1)[C:22]#[N:23] |f:1.2|. Procedure: Prepared in a manner similar to that described for E1 using 7-chloro-1-methyl-2,3-dihydroimidazo[1,2-c]pyrimidin-5(1H)-one (60 mg, 0.323 mmol), sodium hydride (25.9 mg, 0.647 mmol) and 3-(2,6-difluoro-4-(hydroxymethyl)phenoxy)benzonitrile (84 mg, 0.323 mmol) in DMF (2 mL).